From a dataset of the Open Reaction Database (ORD), a public repository of structured organic reaction records. describe an organic reaction: reactants, conditions, products, and yield The reactants are CCCP(=O)(CCC)c1ccc(N)cc1, C1CCOC1, Clc1nc(I)nc2c1ncn2C1CCCCO1. Yields the product CCCP(=O)(CCC)c1ccc(Nc2nc(I)nc3c2ncn3C2CCCCO2)cc1. RXN SMILES: [CH2:1]([CH2:2][CH3:3])[P:4](=[O:5])([CH2:6][CH2:7][CH3:8])[c:9]1[cH:10][cH:11][c:12]([NH2:15])[cH:13][cH:14]1.[CH2:33]1[O:34][CH2:35][CH2:36][CH2:37]1.[Cl:16][c:17]1[c:18]2[n:19][cH:20][n:21]([CH:27]3[O:28][CH2:29][CH2:30][CH2:31][CH2:32]3)[c:22]2[n:23][c:24]([I:26])[n:25]1>>[CH2:1]([CH2:2][CH3:3])[P:4](=[O:5])([CH2:6][CH2:7][CH3:8])[c:9]1[cH:10][cH:11][c:12]([NH:15][c:17]2[c:18]3[n:19][cH:20][n:21]([CH:27]4[O:28][CH2:29][CH2:30][CH2:31][CH2:32]4)[c:22]3[n:23][c:24]([I:26])[n:25]2)[cH:13][cH:14]1. Starting materials: COC1=C(C(=O)OC)C=C(C=C1)I (Methyl 2-Methoxy-5-iodobenzoate), O (water). Solvent: O1CCOCC1 (dioxane). Reaction conditions: temperature 80 celsius. Product: COC1=C(C(=O)O)C=C(C=C1)I (2-Methoxy-5-iodobenzoic acid). As a reaction SMILES: [CH3:1][O:2][C:3]1[CH:12]=[CH:11][C:10]([I:13])=[CH:9][C:4]=1[C:5]([O:7]C)=[O:6].O>O1CCOCC1>[CH3:1][O:2][C:3]1[CH:12]=[CH:11][C:10]([I:13])=[CH:9][C:4]=1[C:5]([OH:7])=[O:6]. Reported procedure: Methyl 2-Methoxy-5-iodobenzoate obtained in step 1 in Example 27 was stirred in a solvent mixture (10 ml) of water and dioxane containing 4 N hydrogen chloride under heating at 80° C. for 3 hours. The solvent was evaporated to obtain the title compound.